This data is from the Open Reaction Database (ORD), a public repository of structured organic reaction records. The task is: describe an organic reaction: reactants, conditions, products, and yield The reactants are O=C=Nc1cccc(Br)c1, CN1C(=O)C(N)N=C(c2ccccc2)c2ccccc21, C1CCOC1. The product is CN1C(=O)C(NC(=O)Nc2cccc(Br)c2)N=C(c2ccccc2)c2ccccc21. RXN SMILES: [Br:21][c:22]1[cH:23][c:24]([N:28]=[C:29]=[O:30])[cH:25][cH:26][cH:27]1.[NH2:1][CH:2]1[C:3](=[O:20])[N:4]([CH3:19])[c:5]2[c:6]([cH:15][cH:16][cH:17][cH:18]2)[C:7]([c:9]2[cH:10][cH:11][cH:12][cH:13][cH:14]2)=[N:8]1.[O:31]1[CH2:32][CH2:33][CH2:34][CH2:35]1>>[NH:1]([CH:2]1[C:3](=[O:20])[N:4]([CH3:19])[c:5]2[c:6]([cH:15][cH:16][cH:17][cH:18]2)[C:7]([c:9]2[cH:10][cH:11][cH:12][cH:13][cH:14]2)=[N:8]1)[C:29]([NH:28][c:24]1[cH:23][c:22]([Br:21])[cH:27][cH:26][cH:25]1)=[O:30].